describe an organic reaction: reactants, conditions, products, and yield From a dataset of the Open Reaction Database (ORD), a public repository of structured organic reaction records. Reactants: [Al+3], O=C(O)C1CCc2ccccc2C1, C1CCOC1, [H-], [H-], [H-], [H-], [Li+]. Product: OCC1CCc2ccccc2C1. Reaction SMILES: [Al+3:15].[CH2:1]1[CH:2]([C:11](=[O:12])[OH:13])[CH2:3][CH2:4][c:5]2[cH:6][cH:7][cH:8][cH:9][c:10]21.[CH2:20]1[O:21][CH2:22][CH2:23][CH2:24]1.[H-:14].[H-:17].[H-:18].[H-:19].[Li+:16]>>[CH2:1]1[CH:2]([CH2:11][OH:12])[CH2:3][CH2:4][c:5]2[cH:6][cH:7][cH:8][cH:9][c:10]21.